Dataset: the Open Reaction Database (ORD), a public repository of structured organic reaction records. Task: describe an organic reaction: reactants, conditions, products, and yield Starting materials: O=C1NC=2C=CC=CC2C2=C1NC=C2C(=O)O (4-oxo-4,5-dihydro-3H-pyrrolo[2,3-c]quinoline-1-carboxylic acid), C1(CCCCC1)CN (C-cyclohexyl-methylamine). The product is C1(CCCCC1)CNC(=O)C1=CNC=2C(NC=3C=CC=CC3C21)=O (N-(cyclohexylmethyl)-4-oxo-4,5-dihydro-3H-pyrrolo[2,3-c]quinoline-1-carboxamide). Yield: 7.5%. Reaction SMILES: [O:1]=[C:2]1[C:11]2[NH:12][CH:13]=[C:14]([C:15]([OH:17])=O)[C:10]=2[C:9]2[CH:8]=[CH:7][CH:6]=[CH:5][C:4]=2[NH:3]1.[CH:18]1([CH2:24][NH2:25])[CH2:23][CH2:22][CH2:21][CH2:20][CH2:19]1>>[CH:18]1([CH2:24][NH:25][C:15]([C:14]2[C:10]3[C:9]4[CH:8]=[CH:7][CH:6]=[CH:5][C:4]=4[NH:3][C:2](=[O:1])[C:11]=3[NH:12][CH:13]=2)=[O:17])[CH2:23][CH2:22][CH2:21][CH2:20][CH2:19]1. Reported procedure: This compound is prepared according to synthesis 79 from 75 mg (0.33 mmol) of 4-oxo-4,5-dihydro-3H-pyrrolo[2,3-c]quinoline-1-carboxylic acid (synthesis 75) and 47 μL (0.36 mmol) of C-cyclohexyl-methylamine. After recrystallization from methanol, 8 mg (8%) of N-(cyclohexylmethyl)-4-oxo-4,5-dihydro-3H-pyrrolo[2,3-c]quinoline-1-carboxamide is obtained in the form of a white solid. The reactants are Nc1ccccc1, O=C(O)c1ccccc1. Yields the product c1ccc(Nc2ccccc2)cc1. As a reaction SMILES: [NH2:1][c:2]1[cH:3][cH:4][cH:5][cH:6][cH:7]1.[OH:8][C:9](=[O:10])[c:11]1[cH:12][cH:13][cH:14][cH:15][cH:16]1>>[NH:1]([c:2]1[cH:3][cH:4][cH:5][cH:6][cH:7]1)[c:11]1[cH:12][cH:13][cH:14][cH:15][cH:16]1. Run in Cl (hydrochloric acid). Procedure details: 15 ml of formic acid were added to a suspension of 15.3 g of 4-nitro-1,2-phenylenediamine in 150 ml of 10% hydrochloric acid and the mixture was stirred on a water bath at 80° C. for 3 hours and was cooled. The mixture was made alkaline with concentrated ammonium hydroxide solution and the mixture was filtered. The yellowish needles were washed with water and dried over P2O5 under reduced pressure to obtain 14.3 g (89% yield) of 5(6)-nitro-benzimidazole melting at 209°-211° C. Reaction conditions: temperature 80 celsius, time 3 hour. Reaction SMILES: [CH:1](O)=O.[N+:4]([C:7]1[CH:12]=[CH:11][C:10]([NH2:13])=[C:9]([NH2:14])[CH:8]=1)([O-:6])=[O:5].[OH-].[NH4+]>Cl>[CH:12]1[C:7]([N+:4]([O-:6])=[O:5])=[CH:8][C:9]2[NH:14][CH:1]=[N:13][C:10]=2[CH:11]=1 |f:2.3|. The reactants are C(=O)O (formic acid), [N+](=O)([O-])C1=CC(=C(C=C1)N)N (4-nitro-1,2-phenylenediamine), [OH-].[NH4+] (ammonium hydroxide). Isolated yield 89.0%. Yields the product C1=CC2=C(C=C1[N+](=O)[O-])NC=N2 (5(6)-nitro-benzimidazole). Reactants: NC1=NC=NC2=CC=CC=C12 (4-aminoquinazoline), COC=C(C(=O)OC)C(=O)OC (dimethyl methoxymethylenepropanedioate), ice water. Run in CN(C=O)C (N,N-dimethylformamide). Reaction conditions: temperature 150 celsius, time 2 hour. Product: N1=CN=C(C2=CC=CC=C12)NC=C(C(=O)OC)C(=O)OC (dimethyl [(4-quinazolinylamino)methylene]propanedioate). The yield is 92.4%. Reaction SMILES: [NH2:1][C:2]1[C:11]2[C:6](=[CH:7][CH:8]=[CH:9][CH:10]=2)[N:5]=[CH:4][N:3]=1.CO[CH:14]=[C:15]([C:20]([O:22][CH3:23])=[O:21])[C:16]([O:18][CH3:19])=[O:17]>CN(C)C=O>[N:5]1[C:6]2[C:11](=[CH:10][CH:9]=[CH:8][CH:7]=2)[C:2]([NH:1][CH:14]=[C:15]([C:20]([O:22][CH3:23])=[O:21])[C:16]([O:18][CH3:19])=[O:17])=[N:3][CH:4]=1. Reported procedure: A mixture of 4-aminoquinazoline (7.27 g) and dimethyl methoxymethylenepropanedioate (9.6 g) in N,N-dimethylformamide (35 ml) was stirred for 2 hours at 150° C. The reaction mixture was cooled to ambient temperature and poured into ice-water to give crystals, which were separated by filtration, washed with water and dried to ambient temperature to give a mixture (13.3 g) of dimethyl [(4-quinazolinylamino)methylene]propanedioate and methyl 4-oxo-4H-pyrimido[1,2-c]quinazoline-3-carboxylate. Reactants: Cl (hydrochloric acid), C1(CCCCC1)OCCCOC1=CC=C(C=C1)N1CCN(CC1)C1=CC=C(C(=O)OCC)C=C1 (ethyl 4-[4-[4-(3-cyclohexyloxypropyloxy)phenyl]piperazin-1-yl]benzoate), O1CCCC1 (tetrahydrofuran), [OH-].[Na+] (sodium hydroxide). Run in O (water), C(C)O (ethanol). Product: Cl.Cl.C1(CCCCC1)OCCCOC1=CC=C(C=C1)N1CCN(CC1)C1=CC=C(C(=O)O)C=C1 (4-[4-[4-(3-cyclohexyloxypropyloxy)phenyl]piperazin-1-yl]benzoic acid dihydrochloride). RXN SMILES: [CH:1]1([O:7][CH2:8][CH2:9][CH2:10][O:11][C:12]2[CH:17]=[CH:16][C:15]([N:18]3[CH2:23][CH2:22][N:21]([C:24]4[CH:34]=[CH:33][C:27]([C:28]([O:30]CC)=[O:29])=[CH:26][CH:25]=4)[CH2:20][CH2:19]3)=[CH:14][CH:13]=2)[CH2:6][CH2:5][CH2:4][CH2:3][CH2:2]1.O1CCCC1.[OH-].[Na+].[ClH:42]>O.C(O)C>[ClH:42].[ClH:42].[CH:1]1([O:7][CH2:8][CH2:9][CH2:10][O:11][C:12]2[CH:13]=[CH:14][C:15]([N:18]3[CH2:19][CH2:20][N:21]([C:24]4[CH:34]=[CH:33][C:27]([C:28]([OH:30])=[O:29])=[CH:26][CH:25]=4)[CH2:22][CH2:23]3)=[CH:16][CH:17]=2)[CH2:2][CH2:3][CH2:4][CH2:5][CH2:6]1 |f:2.3,7.8.9|. Reported procedure: A mixture of ethyl 4-[4-[4-(3-cyclohexyloxypropyloxy)phenyl]piperazin-1-yl]benzoate (290 mg) in the mixed solvent of tetrahydrofuran (15 ml) and ethanol (3 ml) was treated with 10% sodium hydroxide aqueous solution (0.50 ml), and the mixture was refluxed for 8 hours. After cooling, water was added to the reaction mixture, and the acidity of the mixture was adjusted to pH 1 with 1N-hydrochloric acid. The resulting precipitate was filtered, washed with water and dried under reduced pressure to giv...